The task is: describe an organic reaction: reactants, conditions, products, and yield. This data is from the Open Reaction Database (ORD), a public repository of structured organic reaction records. Reactants: C(C)O (ethanol), C(#N)C1C(C1C=C(Cl)Cl)(C)C (1-cyano-3-(2',2'-dichlorovinyl)-2,2-dimethylcyclopropane), S(O)(O)(=O)=O (sulphuric acid). The solvent is O (water), O (water). Run at temperature 80 celsius, time 6 hour. Yields the product 17.6, ClC(=CC1C(C1C(=O)OCC)(C)C)Cl (ethyl 3-(2',2'-dichlorovinyl)-2,2-dimethylcyclopropane-1-carboxylate). The yield is 92.4%. RXN SMILES: [C:1]([CH:3]1[CH:5]([CH:6]=[C:7]([Cl:9])[Cl:8])[C:4]1([CH3:11])[CH3:10])#N.S(=O)(=O)(O)[OH:13].[CH2:17]([OH:19])[CH3:18]>O>[Cl:8][C:7]([Cl:9])=[CH:6][CH:5]1[CH:3]([C:1]([O:19][CH2:17][CH3:18])=[O:13])[C:4]1([CH3:11])[CH3:10]. Reported procedure: The procedure described in Example 2 is repeated up to the point at which the mixture of 1-cyano-3-(2',2'-dichlorovinyl)-2,2-dimethylcyclopropane, sulphuric acid and water has been heated and stirred at 80° C. for 6 hours and then cooled below 30° C. 16 Parts of ethanol are added to the reaction mixture below 50° C. The mixture is then heated at 100° C. for a further 12 hours, cooled to 20° C. and drowned into 100 parts of water. The aqueous mixture is extracted with toluene (2×50 parts), the to... RXN SMILES: [NH2:1][CH:2]1[CH:3]([CH2:13][CH3:14])[CH2:4][N:5]([C:8]([O:9][CH2:10][CH3:11])=[O:12])[CH2:6][CH2:7]1.[Na+:16].[OH-:15]>>[NH2:1][CH:2]1[CH:3]([CH2:13][CH3:14])[CH2:4][NH:5][CH2:6][CH2:7]1. The product is CCC1CNCCC1N. Reactants: CCOC(=O)N1CCC(N)C(CC)C1, [Na+], [OH-]. The product is CCOC(=O)c1cnc(CBr)cn1. Reaction SMILES: [Br:31][N:32]1[C:33](=[O:34])[CH2:35][CH2:36][C:37]1=[O:38].[C:13]([O:14][O:15][C:16](=[O:17])[c:18]1[cH:19][cH:20][cH:21][cH:22][cH:23]1)(=[O:24])[c:25]1[cH:26][cH:27][cH:28][cH:29][cH:30]1.[CH3:1][c:2]1[n:3][cH:4][c:5]([C:8](=[O:9])[O:10][CH2:11][CH3:12])[n:6][cH:7]1.[Cl:39][C:40]([Cl:41])([Cl:42])[Cl:43].[W:44]>>[CH2:1]([c:2]1[n:3][cH:4][c:5]([C:8](=[O:9])[O:10][CH2:11][CH3:12])[n:6][cH:7]1)[Br:31]. Reactants: O=C1CCC(=O)N1Br, O=C(OOC(=O)c1ccccc1)c1ccccc1, CCOC(=O)c1cnc(C)cn1, ClC(Cl)(Cl)Cl, [W].